From a dataset of the Open Reaction Database (ORD), a public repository of structured organic reaction records. describe an organic reaction: reactants, conditions, products, and yield The reactants are COC(=O)Nc1nc2c(Br)cc(Oc3ccc([N+](=O)[O-])cc3)cc2s1, CC(=O)O. Yields the product COC(=O)Nc1nc2c(Br)cc(Oc3ccc(N)cc3)cc2s1. Reaction SMILES: [Br:1][c:2]1[cH:3][c:4]([O:16][c:17]2[cH:18][cH:19][c:20]([N+:23]([O-:24])=[O:25])[cH:21][cH:22]2)[cH:5][c:6]2[c:7]1[n:8][c:9]([NH:11][C:12]([O:13][CH3:14])=[O:15])[s:10]2.[C:26]([OH:27])(=[O:28])[CH3:29]>>[Br:1][c:2]1[cH:3][c:4]([O:16][c:17]2[cH:18][cH:19][c:20]([NH2:23])[cH:21][cH:22]2)[cH:5][c:6]2[c:7]1[n:8][c:9]([NH:11][C:12]([O:13][CH3:14])=[O:15])[s:10]2. The reactants are CCOC(C)=O, Cl, Cl, COc1cc([N+](=O)[O-])ccc1C(F)(F)F, c1ccncc1. The product is O=[N+]([O-])c1ccc(C(F)(F)F)c(O)c1. RXN SMILES: [CH3:24][CH2:25][O:26][C:27]([CH3:28])=[O:29].[ClH:16].[ClH:23].[N+:1](=[O:2])([O-:3])[c:4]1[cH:5][cH:6][c:7]([C:12]([F:13])([F:14])[F:15])[c:8]([O:10][CH3:11])[cH:9]1.[n:17]1[cH:18][cH:19][cH:20][cH:21][cH:22]1>>[N+:1](=[O:2])([O-:3])[c:4]1[cH:5][cH:6][c:7]([C:12]([F:13])([F:14])[F:15])[c:8]([OH:10])[cH:9]1. Run at time 8 hour. Product: COC(=O)C1N(CCNC1)C(=O)OC(C)(C)C (piperazine-1,2-dicarboxylic acid 1-tert-butyl ester 2-methyl ester). Reported procedure: To a solution of piperazine-1,2,4-tricarboxylic acid 1-tert-butyl ester 4-(9H-fluoren-9-ylmethyl) ester 2-methyl ester (2.03 mmol) in DMF (4.0 mL) was added diethylamine (5%) and the resulting solution was stirred at room temperature overnight. The reaction mixture was concentrated in vacuo and purified using ethyl acetate/methanol (10%). ESI-MS m/z: 245(M+1), UV retention time: 0.78 min. The reactants are COC(=O)C1N(CCN(C1)C(=O)OCC1C2=CC=CC=C2C=2C=CC=CC12)C(=O)OC(C)(C)C (piperazine-1,2,4-tricarboxylic acid 1-tert-butyl ester 4-(9H-fluoren-9-ylmethyl) ester 2-methyl ester), C(C)NCC (diethylamine). The solvent is CN(C)C=O (DMF). As a reaction SMILES: [CH3:1][O:2][C:3]([CH:5]1[CH2:10][N:9](C(OCC2C3C=CC=CC=3C3C2=CC=CC=3)=O)[CH2:8][CH2:7][N:6]1[C:28]([O:30][C:31]([CH3:34])([CH3:33])[CH3:32])=[O:29])=[O:4].C(NCC)C>CN(C=O)C>[CH3:1][O:2][C:3]([CH:5]1[CH2:10][NH:9][CH2:8][CH2:7][N:6]1[C:28]([O:30][C:31]([CH3:34])([CH3:33])[CH3:32])=[O:29])=[O:4]. Reactants: Cl.NC1CC2=CC=CC=C2C1 (2-aminoindane HCl), Cl (hydrochloride), C1(CCCCO1)=O (delta-valerolactone), [Al+3].[Cl-].[Cl-].[Cl-] (AlCl3). Solvent: ClCCCl (1,2-dichloroethane), CCN(CC)CC (Et3N), ClC(C)Cl (dichloroethane), ClCCCl (1,2-dichloroethane), CCN(CC)CC (Et3N). Reaction conditions: time 1 hour. Yields the product C1C(CC2=CC=CC=C12)NC(CCCCO)=O (N-(indan-2-yl)-5-hydroxypentanamide). Reaction SMILES: [Al+3].[Cl-].[Cl-].[Cl-].Cl.[NH2:6][CH:7]1[CH2:15][C:14]2[C:9](=[CH:10][CH:11]=[CH:12][CH:13]=2)[CH2:8]1.Cl.[C:17]1(=[O:23])[O:22][CH2:21][CH2:20][CH2:19][CH2:18]1>ClCCCl.ClC(Cl)C.CCN(CC)CC>[CH2:8]1[C:9]2[C:14](=[CH:13][CH:12]=[CH:11][CH:10]=2)[CH2:15][CH:7]1[NH:6][C:21](=[O:22])[CH2:20][CH2:19][CH2:18][CH2:17][OH:23] |f:0.1.2.3,4.5|. Procedure: A solution of 2.7 mL (18.75 mmol) of Et3N in 5 mL of 1,2-dichloroethane was added drop by drop under ice cooling to a suspension of 1.85 g (13.75 mmol) AlCl3 in 10 mL of dichloroethane. At room temperature a solution of 2.33 g (13.75 mmol) 2-aminoindane HCl (and Et3N for the solvation of the hydrochloride) and 1.16 mL (12.5 mmol) delta-valerolactone in 7.5 mL 1,2-dichloroethane was added to the mixture. After one hour of stirring at room temperature the mixture was quenched with ice water and st... The reactants are COC1OCCC1Br, CCOC(=O)CC#N, [H-], [I-], [Na+], [Na+], CN(C)C=O, O. Yields the product CCOC(=O)C(C#N)C1CCOC1OC. RXN SMILES: [Br:11][CH:12]1[CH:13]([O:17][CH3:18])[O:14][CH2:15][CH2:16]1.[C:3](#[N:4])[CH2:5][C:6](=[O:7])[O:8][CH2:9][CH3:10].[H-:1].[I-:20].[Na+:19].[Na+:2].[O:21]=[CH:22][N:23]([CH3:24])[CH3:25].[OH2:26]>>[C:3](#[N:4])[CH:5]([C:6](=[O:7])[O:8][CH2:9][CH3:10])[CH:12]1[CH:13]([O:17][CH3:18])[O:14][CH2:15][CH2:16]1. Starting materials: O=C1CN(CCN1)C(=O)OC(C)(C)C (t-Butyl 3-Oxo-1-piperazinecarboxylate), resultant mixture, C(C1=CC=CC=C1)OC1=CC=C(CCl)C=C1 (p-benzyloxybenzyl chloride), C(C)(C)NC(C)C (diisopropylamine), C(CCC)[Li] (n-butyllithium). Run in C1CCOC1 (THF), C1CCOC1 (THF), CCCCCC (hexane), C1CCOC1 (THF). Reaction conditions: temperature 0 celsius. Product: O=C1C(N(CCN1)C(=O)OC(C)(C)C)CC1=CC=C(C=C1)OCC1=CC=CC=C1 (t-Butyl 3-Oxo-2[4-benzyloxybenzyl]-1-piperazinecarboxylate). Reaction SMILES: C(NC(C)C)(C)C.C([Li])CCC.[O:13]=[C:14]1[NH:19][CH2:18][CH2:17][N:16]([C:20]([O:22][C:23]([CH3:26])([CH3:25])[CH3:24])=[O:21])[CH2:15]1.[CH2:27]([O:34][C:35]1[CH:42]=[CH:41][C:38]([CH2:39]Cl)=[CH:37][CH:36]=1)[C:28]1[CH:33]=[CH:32][CH:31]=[CH:30][CH:29]=1>C1COCC1.CCCCCC>[O:13]=[C:14]1[NH:19][CH2:18][CH2:17][N:16]([C:20]([O:22][C:23]([CH3:26])([CH3:25])[CH3:24])=[O:21])[CH:15]1[CH2:39][C:38]1[CH:41]=[CH:42][C:35]([O:34][CH2:27][C:28]2[CH:33]=[CH:32][CH:31]=[CH:30][CH:29]=2)=[CH:36][CH:37]=1. Reported procedure: To a solution of dry diisopropylamine (7.7 ml, 5.5×10-2 mole) and dry THF (25 ml) under argon at 0° C. is added dropwise a hexane solution of n-butyllithium (21.1 ml, 5.5×10-2 mole). After stirring 1/2 hour at 0° C. a solution of t-boc-piperazinone (2) (5.0 g, 2.5×10-2 mole) and dry THF (125 ml) is added dropwise. The resultant mixture is stirred at 0° C. for 3 hours before a solution of p-benzyloxybenzyl chloride (6.40 g, 2.75×10-2 mole) and dry THF (20 ml) is added dropwise via syringe. This m... Reactants: O=C([O-])O, CCOC(C)=O, CN(C)C=O, NCc1ccc2ccn(C3CCN(CCc4ccc(F)cc4)CC3)c2c1, [Na+], O=C(O)C(F)F. Product: O=C(NCc1ccc2ccn(C3CCN(CCc4ccc(F)cc4)CC3)c2c1)C(F)F. RXN SMILES: [C:33](=[O:34])([OH:35])[O-:36].[CH3:38][CH2:39][O:40][C:41](=[O:42])[CH3:43].[CH3:44][N:45]([CH3:46])[CH:47]=[O:48].[F:7][c:8]1[cH:9][cH:10][c:11]([CH2:12][CH2:13][N:14]2[CH2:15][CH2:16][CH:17]([n:20]3[cH:21][cH:22][c:23]4[cH:24][cH:25][c:26]([CH2:29][NH2:30])[cH:27][c:28]34)[CH2:18][CH2:19]2)[cH:31][cH:32]1.[Na+:37].[OH:1][C:2](=[O:3])[CH:4]([F:5])[F:6]>>[O:1]=[C:2]([CH:4]([F:5])[F:6])[NH:30][CH2:29][c:26]1[cH:25][cH:24][c:23]2[cH:22][cH:21][n:20]([CH:17]3[CH2:16][CH2:15][N:14]([CH2:13][CH2:12][c:11]4[cH:10][cH:9][c:8]([F:7])[cH:32][cH:31]4)[CH2:19][CH2:18]3)[c:28]2[cH:27]1.